Dataset: the Open Reaction Database (ORD), a public repository of structured organic reaction records. Task: describe an organic reaction: reactants, conditions, products, and yield Starting materials: N([C@@H](COCC1=CC=CC=C1)C(=O)N[C@@H](COCC1=CC=CC=C1)C(=O)OC)C(=O)OC(C)(C)C (BOC-Ser(Bzl)-Ser(Bzl)-OMe), O.NN (Hydrazine hydrate). Solvent: CN(C)C=O (DMF). Conditions: time 3 hour. The product is N([C@@H](COCC1=CC=CC=C1)C(=O)N[C@@H](COCC1=CC=CC=C1)C(=O)NN)C(=O)OC(C)(C)C (BOC-Ser(Bzl)-Ser(Bzl)-NHNH2). Isolated yield 96.0%. As a reaction SMILES: [NH:1]([C:29]([O:31][C:32]([CH3:35])([CH3:34])[CH3:33])=[O:30])[C@H:2]([C:12]([NH:14][C@H:15]([C:25](OC)=[O:26])[CH2:16][O:17][CH2:18][C:19]1[CH:24]=[CH:23][CH:22]=[CH:21][CH:20]=1)=[O:13])[CH2:3][O:4][CH2:5][C:6]1[CH:11]=[CH:10][CH:9]=[CH:8][CH:7]=1.O.[NH2:37][NH2:38]>CN(C=O)C>[NH:1]([C:29]([O:31][C:32]([CH3:34])([CH3:35])[CH3:33])=[O:30])[C@H:2]([C:12]([NH:14][C@H:15]([C:25]([NH:37][NH2:38])=[O:26])[CH2:16][O:17][CH2:18][C:19]1[CH:20]=[CH:21][CH:22]=[CH:23][CH:24]=1)=[O:13])[CH2:3][O:4][CH2:5][C:6]1[CH:7]=[CH:8][CH:9]=[CH:10][CH:11]=1 |f:1.2|. Procedure details: The substance [28] (191 g, 0.393 M) was dissolved in DMF (500 ml). Hydrazine hydrate (100%) (200 ml) was added dropwise and stirred at room temperature for three hours. The DMF was removed in vacuo and water was added thereto. The thus-formed precipitate was filtered, dried, and recrystallized twice from ethyl acetate-hexane to obtain the substance [29] (183.6 g, yield: 96.0%). Starting materials: ClC=1C=CC=C2N=C(C(=NC12)O)C (8-chloro-3-methylquinoxalin-2-ol), P(=O)(Cl)(Cl)Cl (phosphorous oxychloride), ice. Solvent: [NH4+].[OH-] (NH4OH). Run at temperature 100 celsius, time 3 hour. Product: ClC=1C(=NC2=CC=CC(=C2N1)Cl)C (3,5-dichloro-2-methylquinoxaline). Reaction SMILES: [Cl:1][C:2]1[CH:3]=[CH:4][CH:5]=[C:6]2[C:11]=1[N:10]=[C:9](O)[C:8]([CH3:13])=[N:7]2.P(Cl)(Cl)([Cl:16])=O>[NH4+].[OH-]>[Cl:16][C:9]1[C:8]([CH3:13])=[N:7][C:6]2[C:11]([N:10]=1)=[C:2]([Cl:1])[CH:3]=[CH:4][CH:5]=2 |f:2.3|. Procedure details: A mixture of 8-chloro-3-methylquinoxalin-2-ol (1.0765 g, 5.5314 mmol) and phosphorous oxychloride (10.127 mL, 110.63 mmol) was stirred at 100° C. After 3 h, the mixture was cooled to room temperature. The mixture was poured into ice (˜100 mL) with stirring and neutralized with NH4OH (30 mL) and ice with stirring. The resulting precipitate was collected by filtration, rinsed with water (200 mL), and dried to give 3,5-dichloro-2-methylquinoxaline as a pink solid: 1H NMR (400 MHz, DMSO-d6) δ ppm 7.... Reactants: CC12CCC3(CC1CCC1C2CCC2(C)C(N)C(O)CC12)OCCO3, CCO, CCOC=O, [Na]. Yields the product CC12CCC3(CC1CCC1C2CCC2(C)C1CC(O)C2NC=O)OCCO3. As a reaction SMILES: [CH2:2]1[CH2:3][O:4][C:5]2([CH2:6][CH:7]3[CH2:8][CH2:9][CH:10]4[CH:11]5[CH2:12][CH:13]([OH:25])[CH:14]([NH2:24])[C:15]5([CH3:16])[CH2:17][CH2:18][CH:19]4[C:20]3([CH3:23])[CH2:21][CH2:22]2)[O:26]1.[CH3:32][CH2:33][OH:34].[CH:27](=[O:28])[O:29][CH2:30][CH3:31].[Na:1]>>[CH2:2]1[CH2:3][O:4][C:5]2([CH2:6][CH:7]3[CH2:8][CH2:9][CH:10]4[CH:11]5[CH2:12][CH:13]([OH:25])[CH:14]([NH:24][CH:27]=[O:28])[C:15]5([CH3:16])[CH2:17][CH2:18][CH:19]4[C:20]3([CH3:23])[CH2:21][CH2:22]2)[O:26]1. Reactants: C=CC1CC1(NC(=O)C1CC(Oc2cc(-c3ccccc3)nc3cc(OC)ccc23)CN1)C(=O)OCC, C1CCOC1, Cc1ccccc1, O=C(Cl)Cl, CC(C)(C)C(N)C(=O)NC1c2ccccc2CC1O, [Na+], O=C([O-])O. Yields the product C=CC1CC1(NC(=O)C1CC(Oc2cc(-c3ccccc3)nc3cc(OC)ccc23)CN1C(=O)NC(C(=O)NC1c2ccccc2CC1O)C(C)(C)C)C(=O)OCC. As a reaction SMILES: [CH2:1]([CH3:2])[O:3][C:4](=[O:5])[C:6]1([NH:11][C:12](=[O:13])[CH:14]2[NH:15][CH2:16][CH:17]([O:19][c:20]3[cH:21][c:22](-[c:32]4[cH:33][cH:34][cH:35][cH:36][cH:37]4)[n:23][c:24]4[cH:25][c:26]([O:30][CH3:31])[cH:27][cH:28][c:29]34)[CH2:18]2)[CH:7]([CH:9]=[CH2:10])[CH2:8]1.[CH2:66]1[O:67][CH2:68][CH2:69][CH2:70]1.[CH3:71][c:72]1[cH:73][cH:74][cH:75][cH:76][cH:77]1.[Cl:43][C:44](=[O:45])[Cl:46].[NH2:47][CH:48]([C:49](=[O:50])[NH:51][CH:52]1[CH:53]([OH:61])[CH2:54][c:55]2[cH:56][cH:57][cH:58][cH:59][c:60]21)[C:62]([CH3:63])([CH3:64])[CH3:65].[Na+:42].[O-:38][C:39](=[O:40])[OH:41]>>[CH2:1]([CH3:2])[O:3][C:4](=[O:5])[C:6]1([NH:11][C:12](=[O:13])[CH:14]2[N:15]([C:39](=[O:41])[NH:47][CH:48]([C:49](=[O:50])[NH:51][CH:52]3[CH:53]([OH:61])[CH2:54][c:55]4[cH:56][cH:57][cH:58][cH:59][c:60]43)[C:62]([CH3:63])([CH3:64])[CH3:65])[CH2:16][CH:17]([O:19][c:20]3[cH:21][c:22](-[c:32]4[cH:33][cH:34][cH:35][cH:36][cH:37]4)[n:23][c:24]4[cH:25][c:26]([O:30][CH3:31])[cH:27][cH:28][c:29]34)[CH2:18]2)[CH:7]([CH:9]=[CH2:10])[CH2:8]1. Starting materials: C(C)(=O)[O-].[NH4+] (ammonium acetate), COC(=O)CON=C(C#N)C#N (2-methoxycarbonylmethoxyiminopropanedinitrile), C(C)(C)O (isopropyl alcohol). The solvent is CO (methanol). Isolated yield 69.7%. Conditions: time 2 hour. The product is C(C)(=O)O.C(#N)C(C(=N)N)=NOCC(=O)OC (2-cyano-2-methoxycarbonylmethoxyiminoacetamidine acetate). Reaction SMILES: [C:1]([O-:4])(=[O:3])[CH3:2].[NH4+:5].[CH3:6][O:7][C:8]([CH2:10][O:11][N:12]=[C:13]([C:16]#[N:17])[C:14]#[N:15])=[O:9].C(O)(C)C>CO>[C:1]([OH:4])(=[O:3])[CH3:2].[C:14]([C:13](=[N:12][O:11][CH2:10][C:8]([O:7][CH3:6])=[O:9])[C:16]([NH2:5])=[NH:17])#[N:15] |f:0.1,5.6|. Reported procedure: To a solution of ammonium acetate (4.62 g) in methanol (10 ml) was added 2-methoxycarbonylmethoxyiminopropanedinitrile (3.34 g) under stirring, which was continued for 2 hours at room temperature and allowed to stand overnight. To the reaction mixture was added isopropyl alcohol (15 ml) and stirred for 15 minutes. The resulting precipitate was collected by filtration, washed with isopropyl alcohol and dried to give 2-cyano-2-methoxycarbonylmethoxyiminoacetamidine acetate (3.4 g), which was recry... Reactants: [N+](=O)([O-])C1=C(C=CC(=C1)[N+](=O)[O-])S (2,4-dinitrophenylmercaptan), Cl (hydrochloric acid). Reagents/catalysts: [Zn] (zinc). The product is NC1=C(C=CC(=C1)N)S (2,4-diamino-thiophenol). As a reaction SMILES: [N+:1]([C:4]1[CH:9]=[C:8]([N+:10]([O-])=O)[CH:7]=[CH:6][C:5]=1[SH:13])([O-])=O.Cl>[Zn]>[NH2:1][C:4]1[CH:9]=[C:8]([NH2:10])[CH:7]=[CH:6][C:5]=1[SH:13]. Procedure details: Employing standard chemical reactions, the 2,4-diaminothiophenol was prepared by first reacting sodium hydrosulfide with 2,4-dinitrochlorobenzene to produce 2,4-dinitrophenylmercaptan. The 2,4-dinitrophenylmercaptan was reduced with zinc and hydrochloric acid to produce 2,4-diamino-thiophenol. The reactants are Cl (hydrochloric acid), aqueous saturated solution, [OH-].[Na+] (sodium hydroxide), CC1=C(N=C(O1)C1=CC=CC=C1)COC1=CC=C(CO\N=C(/CCCCCCC(=O)OCC)\C2=CC=CC=C2)C=C1 (ethyl E-8-[4-(5-methyl-2-phenyl-4-oxazolylmethoxy)benzyloxyimino]-8-phenyloctanoate), CO (methanol). Solvent: O1CCCC1 (tetrahydrofuran). Reaction conditions: time 1 hour. Yields the product CC1=C(N=C(O1)C1=CC=CC=C1)COC1=CC=C(CO\N=C(/CCCCCCC(=O)O)\C2=CC=CC=C2)C=C1 (E-8-[4-(5-methyl-2-phenyl-4-oxazolylmethoxy)benzyloxyimino]-8-phenyloctanoic acid). Yield: 92.6%. Reaction SMILES: [OH-].[Na+].[CH3:3][C:4]1[O:8][C:7]([C:9]2[CH:14]=[CH:13][CH:12]=[CH:11][CH:10]=2)=[N:6][C:5]=1[CH2:15][O:16][C:17]1[CH:43]=[CH:42][C:20]([CH2:21][O:22]/[N:23]=[C:24](/[C:36]2[CH:41]=[CH:40][CH:39]=[CH:38][CH:37]=2)\[CH2:25][CH2:26][CH2:27][CH2:28][CH2:29][CH2:30][C:31]([O:33]CC)=[O:32])=[CH:19][CH:18]=1.CO.Cl>O1CCCC1>[CH3:3][C:4]1[O:8][C:7]([C:9]2[CH:10]=[CH:11][CH:12]=[CH:13][CH:14]=2)=[N:6][C:5]=1[CH2:15][O:16][C:17]1[CH:18]=[CH:19][C:20]([CH2:21][O:22]/[N:23]=[C:24](/[C:36]2[CH:41]=[CH:40][CH:39]=[CH:38][CH:37]=2)\[CH2:25][CH2:26][CH2:27][CH2:28][CH2:29][CH2:30][C:31]([OH:33])=[O:32])=[CH:42][CH:43]=1 |f:0.1|. Procedure: A 1N aqueous saturated solution of sodium hydroxide (5 ml) was added to a solution of ethyl E-8-[4-(5-methyl-2-phenyl-4-oxazolylmethoxy)benzyloxyimino]-8-phenyloctanoate (660 mg) in tetrahydrofuran (10 ml)-methanol (5 ml) and stirred at room temperature for 1 hour. 1N hydrochloric acid (5.5 ml) was added to the reaction mixture and extracted with ethyl acetate. The ethyl acetate layer was washed with an aqueous saturated solution of sodium chloride, dried (MgSO4) and concentrated. The residue wa... Reactants: ClC=1C=CC2=C(C(C=3NC(=CC(C3O2)=O)C(=O)OC)=O)C1 (methyl 8-chloro-4,10-dihydro-4,10dioxo-1H-1-benzopyrano-[3,2-b]pyridine-2-carboxylate), CI (methyl iodide), C([O-])([O-])=O.[K+].[K+] (potassium carbonate). The solvent is CN(C=O)C (dimethyl formamide). Reaction conditions: time 3 hour. Yields the product CN1C2=C(C(C=C1C(=O)OC)=O)OC1=C(C2=O)C=C(C=C1)Cl (Methyl 1-methyl-8-chloro-4,10-dihydro-4,10-dioxo-1H-1-benzopyrano[3,2-b]-pyridine-2-carboxylate). Isolated yield 85.7%. Reaction SMILES: [Cl:1][C:2]1[CH:3]=[CH:4][C:5]2[O:14][C:13]3[C:12](=[O:15])[CH:11]=[C:10]([C:16]([O:18][CH3:19])=[O:17])[NH:9][C:8]=3[C:7](=[O:20])[C:6]=2[CH:21]=1.CI.[C:24](=O)([O-])[O-].[K+].[K+]>CN(C)C=O>[CH3:24][N:9]1[C:10]([C:16]([O:18][CH3:19])=[O:17])=[CH:11][C:12](=[O:15])[C:13]2[O:14][C:5]3[CH:4]=[CH:3][C:2]([Cl:1])=[CH:21][C:6]=3[C:7](=[O:20])[C:8]1=2 |f:2.3.4|. Procedure: A mixture of methyl 8-chloro-4,10-dihydro-4,10dioxo-1H-1-benzopyrano-[3,2-b]pyridine-2-carboxylate (7.0 g, 0.023 mole), methyl iodide (14 g, 0.099 mole) and potassium carbonate (3.22 g, 0.023 mole) in dimethyl formamide (100 ml) was stirred at 100° under nitrogen for 3 hrs. The reaction mixture was cooled. The product, which precipitated, was filtered, washed with water and dried. Recrystallization from DMF gave white crystals (6.3 g, 86%), m.p. 276°-278°. Reaction conditions: time 8 hour. The product is C(C)N1CC2C3=CC=C(C=C3C(C1)C2)[N+](=O)[O-] (10-ethyl-4-nitro-10-aza-tricyclo[6.3.1.0*2,7*]dodeca-2,4,6-triene). Procedure: To a solution of 4-nitro-10-aza-tricyclo[6.3.1.0*2,7*]dodeca-2,4,6-triene (300 mg, 1.47 mmol) (prepared using the procedure detailed in J. Med Chem, 2005, 48, 3474-3477) in 5 ml acetone was added potassium carbonate (609 mg, 4.41 mmol) and then ethyl iodide (423 μl, 5.29 mmol). The solution was allowed to stir overnight. The reaction was evaporated under reduced pressure and partitioned between water and EtOAc. The water layer was extracted with 2×10 ml portions of EtOAc and the combined organic... Solvent: CC(=O)C (acetone). As a reaction SMILES: [N+:1]([C:4]1[CH:5]=[C:6]2[C:12](=[CH:13][CH:14]=1)[CH:11]1[CH2:15][CH:7]2[CH2:8][NH:9][CH2:10]1)([O-:3])=[O:2].C(=O)([O-])[O-].[K+].[K+].[CH2:22](I)[CH3:23]>CC(C)=O>[CH2:22]([N:9]1[CH2:8][CH:7]2[CH2:15][CH:11]([C:12]3[C:6]2=[CH:5][C:4]([N+:1]([O-:3])=[O:2])=[CH:14][CH:13]=3)[CH2:10]1)[CH3:23] |f:1.2.3|. The yield is 82.0%. The reactants are [N+](=O)([O-])C=1C=C2C3CNCC(C2=CC1)C3 (4-nitro-10-aza-tricyclo[6.3.1.0*2,7*]dodeca-2,4,6-triene), C([O-])([O-])=O.[K+].[K+] (potassium carbonate), C(C)I (ethyl iodide). The reactants are COC(=O)CCl, COC(=O)COc1ccc(CO)nc1, CO, O=C(OC(=O)C(F)(F)F)C(F)(F)F, N. The product is NC(=O)COc1ccc(CO)nc1. RXN SMILES: [CH3:15][O:16][C:17](=[O:18])[CH2:19][Cl:20].[CH3:1][O:2][C:3]([CH2:4][O:5][c:6]1[cH:7][n:8][c:9]([CH2:12][OH:13])[cH:10][cH:11]1)=[O:14].[CH3:35][OH:36].[F:21][C:22]([F:23])([F:24])[C:25]([O:26][C:27](=[O:28])[C:29]([F:30])([F:31])[F:32])=[O:33].[NH3:34]>>[O:2]=[C:3]([CH2:4][O:5][c:6]1[cH:7][n:8][c:9]([CH2:12][OH:13])[cH:10][cH:11]1)[NH2:34].